describe an organic reaction: reactants, conditions, products, and yield From a dataset of the Open Reaction Database (ORD), a public repository of structured organic reaction records. Reactants: C(C)OC(=O)[C@H]1N([C@@H]2C[C@@]2(C1)COC1OCCCC1)C(=O)OC(C)(C)C ((1R,3S,5S)-5-(tetrahydro-pyran-2-yloxymethyl)-2-aza-bicyclo[3.1.0]hexane-2,3-dicarboxylic acid 2-tert-butyl ester 3-ethyl ester), [OH-].[K+] (KOH). The solvent is CO (MeOH), C1CCOC1 (THF), O (water), CCOC(=O)C (EtOAc). Reaction conditions: temperature 60 celsius, time 45 minute. The product is C(C)(C)(C)OC(=O)N1[C@@H]2C[C@@]2(C[C@H]1C(=O)O)COC1OCCCC1 ((1R,3S,5S)-5-(Tetrahydro-pyran-2-yloxymethyl)-2-aza-bicyclo[3.1.0]hexane-2,3-dicarboxylic acid 2-tert-butyl ester). Reaction SMILES: C([O:3][C:4]([C@@H:6]1[CH2:11][C@:10]2([CH2:12][O:13][CH:14]3[CH2:19][CH2:18][CH2:17][CH2:16][O:15]3)[C@@H:8]([CH2:9]2)[N:7]1[C:20]([O:22][C:23]([CH3:26])([CH3:25])[CH3:24])=[O:21])=[O:5])C.[OH-].[K+]>CO.C1COCC1.O.CCOC(C)=O>[C:23]([O:22][C:20]([N:7]1[C@H:6]([C:4]([OH:5])=[O:3])[CH2:11][C@:10]2([CH2:12][O:13][CH:14]3[CH2:19][CH2:18][CH2:17][CH2:16][O:15]3)[C@H:8]1[CH2:9]2)=[O:21])([CH3:26])([CH3:24])[CH3:25] |f:1.2|. Procedure: To a solution of (1R,3S,5S)-5-(tetrahydro-pyran-2-yloxymethyl)-2-aza-bicyclo[3.1.0]hexane-2,3-dicarboxylic acid 2-tert-butyl ester 3-ethyl ester (510 mg, 1.38 mmol) in MeOH (2.3 mL), THF (2.3 mL) and water (2.3 mL) was added KOH (155 mg, 2.76 mmol). The reaction was stirred at 60° C. for 45 min. Then allowed to cool to RT and diluted with EtOAc. The layers were separated, the aqueous layer was acidified by addition of HCl (0.1N, until pH 1) and extracted with EtOAc (×2). The organics were dried ... Starting materials: solution, [F-].C(CCC)[N+](CCCC)(CCCC)CCCC (tetrabutylammonium fluoride), C1(=CC=CC=C1)N1C(C(C=C(CC1)CCO[Si](C1=CC=CC=C1)(C1=CC=CC=C1)C(C)(C)C)CC(=O)OCC1=CC=CC=C1)=O (1-Phenyl-2-oxo-3-(carbobenzyloxy)methyl-5-[2-(t-butyldiphenylsilylhydroxy)ethyl]-2,3,6,7-tetrahydro-1H-azepine). The solvent is O1CCCC1 (tetrahydrofuran), O1CCCC1 (tetrahydrofuran). Yields the product C1(=CC=CC=C1)N1C(C(C=C(CC1)CCO)CC(=O)OCC1=CC=CC=C1)=O (1-Phenyl-2-oxo-3-(carbobenzyloxy)methyl-5-[(2-hydroxy)ethyl]-2,3,6,7-tetrahydro-1H-azepine). The yield is 66.3%. Reaction SMILES: [C:1]1([N:7]2[CH2:13][CH2:12][C:11]([CH2:14][CH2:15][O:16][Si](C(C)(C)C)(C3C=CC=CC=3)C3C=CC=CC=3)=[CH:10][CH:9]([CH2:34][C:35]([O:37][CH2:38][C:39]3[CH:44]=[CH:43][CH:42]=[CH:41][CH:40]=3)=[O:36])[C:8]2=[O:45])[CH:6]=[CH:5][CH:4]=[CH:3][CH:2]=1.[F-].C([N+](CCCC)(CCCC)CCCC)CCC>O1CCCC1>[C:1]1([N:7]2[CH2:13][CH2:12][C:11]([CH2:14][CH2:15][OH:16])=[CH:10][CH:9]([CH2:34][C:35]([O:37][CH2:38][C:39]3[CH:40]=[CH:41][CH:42]=[CH:43][CH:44]=3)=[O:36])[C:8]2=[O:45])[CH:2]=[CH:3][CH:4]=[CH:5][CH:6]=1 |f:1.2|. Procedure details: Compound (11) (388 mg, 0.628 mmol) was dissolved in tetrahydrofuran (3 mL) and treated at room temperature with 1.26 mL of a 1M solution of tetrabutylammonium fluoride in tetrahydrofuran for 4 h. The reaction mixture was then evaporated at reduced pressure and the residue purified by flash chromatography (silica gel, 2.5×20 cm, 65% ethyl acetate/hexane) to yield the title compound (12) (158 mg, 66%). Compound (12): 1H NMR (CDCl3) δ 1.77-3.27 (7H, m), 3.40-3.73 (1H, m), 3.67 (2H, t, J=6 Hz), 4.20... Starting materials: C(C)(C)N1CCC(CC1)OC1=CC=C(C=C1)C1(CCOCC1)C#N (4-[4-(1-Isopropylpiperidin-4-yloxy)phenyl]tetrahydropyran-4-carbonitrile), C(=O)(O)[O-].[Na+] (NaHCO3). Conditions: time 18 hour. The product is N (ammonia), C(C)(C)N1CCC(CC1)OC1=CC=C(C=C1)C1(CCOCC1)C(=O)N (4-{4-[(1-isopropylpiperidin-4-yl)oxy]phenyl}tetrahydro-2H-pyran-4-carboxamide). The yield is 42.0%. Reaction SMILES: [CH:1]([N:4]1[CH2:9][CH2:8][CH:7]([O:10][C:11]2[CH:16]=[CH:15][C:14]([C:17]3([C:23]#[N:24])[CH2:22][CH2:21][O:20][CH2:19][CH2:18]3)=[CH:13][CH:12]=2)[CH2:6][CH2:5]1)([CH3:3])[CH3:2].C([O-])(O)=[O:26].[Na+]>>[NH3:4].[CH:1]([N:4]1[CH2:9][CH2:8][CH:7]([O:10][C:11]2[CH:16]=[CH:15][C:14]([C:17]3([C:23]([NH2:24])=[O:26])[CH2:18][CH2:19][O:20][CH2:21][CH2:22]3)=[CH:13][CH:12]=2)[CH2:6][CH2:5]1)([CH3:3])[CH3:2] |f:1.2|. Procedure details: 4-[4-(1-Isopropylpiperidin-4-yloxy)phenyl]tetrahydropyran-4-carbonitrile (50 mg, 0.152 mmol) was combined with boron trifluoride-acetic acid complex (500 μL, 3.6 mmol) and stirred at ambient temperature for 18 hours, followed by 65° C. for 3 hours. The reaction mixture was allowed to cool and then basified with saturated NaHCO3 solution (15 mL). The product was extracted with dichloromethane (2×35 mL). The combined organic extracts were dried using Na2SO4 filtered and concentrated in vacuo. The ... Reactants: C1(=CC=CC=C1)C(C1=CC=CC=C1)(C1=CC=CC=C1)NCC=1N(C=CN1)CC1CCN(CC1)C=O (4-[(2-triphenylmethylaminomethyl-1H-imidazol-1-yl)methyl]-1-piperidinecarboxaldehyde), [OH-].[Na+] (sodium hydroxide). The solvent is CO (methanol). Reaction conditions: temperature 50 celsius. The product is C1(=CC=CC=C1)C(C1=CC=CC=C1)(C1=CC=CC=C1)NCC=1N(C=CN1)CC1CCNCC1 (4-[(2-triphenylmethylaminomethyl-1H-imidazol-1-yl)methyl]-piperidine). Yield: 37.0%. As a reaction SMILES: [C:1]1([C:7]([NH:20][CH2:21][C:22]2[N:23]([CH2:27][CH:28]3[CH2:33][CH2:32][N:31](C=O)[CH2:30][CH2:29]3)[CH:24]=[CH:25][N:26]=2)([C:14]2[CH:19]=[CH:18][CH:17]=[CH:16][CH:15]=2)[C:8]2[CH:13]=[CH:12][CH:11]=[CH:10][CH:9]=2)[CH:6]=[CH:5][CH:4]=[CH:3][CH:2]=1.[OH-].[Na+]>CO>[C:1]1([C:7]([NH:20][CH2:21][C:22]2[N:23]([CH2:27][CH:28]3[CH2:33][CH2:32][NH:31][CH2:30][CH2:29]3)[CH:24]=[CH:25][N:26]=2)([C:14]2[CH:19]=[CH:18][CH:17]=[CH:16][CH:15]=2)[C:8]2[CH:9]=[CH:10][CH:11]=[CH:12][CH:13]=2)[CH:2]=[CH:3][CH:4]=[CH:5][CH:6]=1 |f:1.2|. Procedure: A mixture of 4-[(2-triphenylmethylaminomethyl-1H-imidazol-1-yl)methyl]-1-piperidinecarboxaldehyde (0.48 g, 0.00103M), 2N sodium hydroxide (24 ml) and methanol (24 ml) was heated at 50° C. for 4 hrs. The reaction was concentrated to about 20 ml at room temperature and extracted with ethylacetate. Th extracts, dried over sodium sulfate, was stripped to dryness and purified on preparative thin layer chromatography plates to give 4-[(2-triphenylmethylaminomethyl-1H-imidazol-1-yl)methyl]-piperidine (... Starting materials: ClC1=CC=C(C=C1)C1CC(=NN1C)C=1SC=CC1Cl (5-(4-Chloro-phenyl)-3-(3-chloro-thiophen-2-yl)-1-methyl-4,5-dihydro-1H-pyrazole), Example 105a, 3-(4-chloro-phenyl)-1-(3-chloro-thiophen-2-yl)-propenone, CNN (methylhydrazine). Product: ClC1=CC=C(C=C1)C1=CC(=NN1C)C=1SC=CC1Cl (5-(4-Chloro-phenyl)-3-(3-chloro-thiophen-2-yl)-1-methyl-1H-pyrazole). As a reaction SMILES: [Cl:1][C:2]1[CH:7]=[CH:6][C:5]([CH:8]2[N:12]([CH3:13])[N:11]=[C:10]([C:14]3[S:15][CH:16]=[CH:17][C:18]=3[Cl:19])[CH2:9]2)=[CH:4][CH:3]=1.CNN>>[Cl:1][C:2]1[CH:7]=[CH:6][C:5]([C:8]2[N:12]([CH3:13])[N:11]=[C:10]([C:14]3[S:15][CH:16]=[CH:17][C:18]=3[Cl:19])[CH:9]=2)=[CH:4][CH:3]=1. Procedure: 5-(4-Chloro-phenyl)-3-(3-chloro-thiophen-2-yl)-1-methyl-4,5-dihydro-1H-pyrazole: The title compound was prepared from 3-(4-chloro-phenyl)-1-(3-chloro-thiophen-2-yl)-propenone (50 mg, 0.176 mmol) and methylhydrazine (9 μL, 0.17 mmol) by a procedure similar to Example 105a as a yellowish oil (20.9 mg, 38%). 1H NMR (CDCl3): 7.24 (m, 4H), 7.09 (d, J=6.6 Hz, 1H), 6.75 (d, J=6.60 Hz, 1H), 4.08 (m, 1H), 3.83 (m, 1H), 2.98 (t, 1H), 2.67 (s, 3H).